From a dataset of the Open Reaction Database (ORD), a public repository of structured organic reaction records. describe an organic reaction: reactants, conditions, products, and yield The product is COC(C1=CC(=C(C=C1)SC1=CC=C(C=C1)NC(=O)OC(C)(C)C)NC=1C2=C(N=CN1)N=C(C=C2)C(C)(C)C)=O (4-(4-tert-Butoxycarbonylamino-phenylsulfanyl)-3-(7-tert-butyl-pyrido[2,3-d]pyrimidin-4-ylamino)-benzoic acid methyl ester). Conditions: temperature 120 celsius. Solvent: CC(=O)O (AcOH), O (H2O). Starting materials: CCOC(=O)C (AcOEt), C(=O)([O-])[O-].[K+].[K+] (K2CO3), C(C)(C)(C)C1=CC=C(C(=N1)N=CN(C)C)C#N (N′-(6-tert-butyl-3-cyano-pyridin-2-yl)-N,N-dimethyl-formamidine), COC(C1=CC(=C(C=C1)SC1=CC=C(C=C1)NC(=O)OC(C)(C)C)N)=O (3-Amino-4-(4-tert-butoxycarbonylamino-phenylsulfanyl)-benzoic acid methyl ester). RXN SMILES: [C:1]([C:5]1[N:10]=[C:9]([N:11]=[CH:12][N:13](C)C)[C:8]([C:16]#[N:17])=[CH:7][CH:6]=1)([CH3:4])([CH3:3])[CH3:2].[CH3:18][O:19][C:20](=[O:43])[C:21]1[CH:26]=[CH:25][C:24]([S:27][C:28]2[CH:33]=[CH:32][C:31]([NH:34][C:35]([O:37][C:38]([CH3:41])([CH3:40])[CH3:39])=[O:36])=[CH:30][CH:29]=2)=[C:23](N)[CH:22]=1.CCOC(C)=O.C([O-])([O-])=O.[K+].[K+]>CC(O)=O.O>[CH3:18][O:19][C:20](=[O:43])[C:21]1[CH:22]=[CH:23][C:24]([S:27][C:28]2[CH:33]=[CH:32][C:31]([NH:34][C:35]([O:37][C:38]([CH3:40])([CH3:39])[CH3:41])=[O:36])=[CH:30][CH:29]=2)=[C:25]([NH:17][C:16]2[C:8]3[CH:7]=[CH:6][C:5]([C:1]([CH3:2])([CH3:3])[CH3:4])=[N:10][C:9]=3[N:11]=[CH:12][N:13]=2)[CH:26]=1 |f:3.4.5|. Reported procedure: A suspension of N′-(6-tert-butyl-3-cyano-pyridin-2-yl)-N,N-dimethyl-formamidine (0.46 g, 2.0 mmol) and 3-amino-4-(4-tert-butoxycarbonylamino-phenylsulfanyl)-benzoic acid methyl ester [prepared in Example 385C] (0.75 g, 2.0 mmol) in AcOH (10 mL) was heated at 120° C. for 30 minutes under N2. After cooling to room temperature, the reaction mixture was portioned between AcOEt and H2O, and then made basic to pH 9 with K2CO3 under stirring. The organic layer was separated, washed with 10% NaHCO3, H2O... The yield is 47.3%. Starting materials: C1CCNC1, CC=CC(=O)c1ccc(OC)c2c1CCCC2, CCO. The product is COc1ccc(C(=O)CC(C)N2CCCC2)c2c1CCCC2. RXN SMILES: [CH2:18]1[CH2:19][CH2:20][NH:21][CH2:22]1.[CH3:1][O:2][c:3]1[cH:4][cH:5][c:6]([C:13]([CH:14]=[CH:15][CH3:16])=[O:17])[c:7]2[c:12]1[CH2:11][CH2:10][CH2:9][CH2:8]2.[CH3:23][CH2:24][OH:25]>>[CH3:1][O:2][c:3]1[cH:4][cH:5][c:6]([C:13]([CH2:14][CH:15]([CH3:16])[N:21]2[CH2:20][CH2:19][CH2:18][CH2:22]2)=[O:17])[c:7]2[c:12]1[CH2:11][CH2:10][CH2:9][CH2:8]2. The reactants are [Na] (sodium), C1(CCCC1)C1(C(C2=C(C(=C(C=C2C1)SC)Cl)Cl)=O)C (2-cyclopentyl-2-methyl-5-methylthio-6,7-dichloro-1-indanone), [Cl-].[NH4+] (Ammonium chloride). Run in N (ammonia). The product is C1(CCCC1)C1(C(C2=C(C(=C(C=C2C1)S)Cl)Cl)=O)C (2-cyclopentyl-2-methyl-5-mercapto-6,7-dichloro-1-indanone). Reaction SMILES: [CH:1]1([C:6]2([CH3:20])[CH2:14][C:13]3[C:8](=[C:9]([Cl:18])[C:10]([Cl:17])=[C:11]([S:15]C)[CH:12]=3)[C:7]2=[O:19])[CH2:5][CH2:4][CH2:3][CH2:2]1.[Na].[Cl-].[NH4+]>N>[CH:1]1([C:6]2([CH3:20])[CH2:14][C:13]3[C:8](=[C:9]([Cl:18])[C:10]([Cl:17])=[C:11]([SH:15])[CH:12]=3)[C:7]2=[O:19])[CH2:2][CH2:3][CH2:4][CH2:5]1 |f:2.3,^1:20|. Procedure: To a stirred suspension of 2-cyclopentyl-2-methyl-5-methylthio-6,7-dichloro-1-indanone (3.59 g., 0.01 mole) in liquid ammonia (100 ml.) cooled in a dry-ice-acetone bath is added sodium (460 mg., 0.02 gr. atom) in small portions until a permanent blue color persists. Ammonium chloride (1.0 g.) is added, the excess ammonia is evaporated and the reaction mixture is dissolved in water, acidified and extracted with ether which is washed with water, dried over magnesium sulfate and evaporated at reduc... Reactants: FC=1C=C2C(N(C(NC2=CC1[N+](=O)[O-])=O)NS(=O)(=O)C)=O (N-(6-Fluoro-7-nitro-2,4-dioxo-1,4-dihydro-2H-quinazolin-3-yl)-methanesulfonamide), OCCNCCO (2-(2-hydroxy-ethylamino)-ethanol). Product: OCCN(C=1C=C2C(N(C(NC2=CC1[N+](=O)[O-])=O)NS(=O)(=O)C)=O)CCO (N-{6-[Bis-(2-hydroxy-ethyl)-amino]-7-nitro-2,4-dioxo-1,4-dihydro-2H-quinazolin-3-yl}-methanesulfonamide). Yield: 55.0%. As a reaction SMILES: F[C:2]1[CH:3]=[C:4]2[C:9](=[CH:10][C:11]=1[N+:12]([O-:14])=[O:13])[NH:8][C:7](=[O:15])[N:6]([NH:16][S:17]([CH3:20])(=[O:19])=[O:18])[C:5]2=[O:21].[OH:22][CH2:23][CH2:24][NH:25][CH2:26][CH2:27][OH:28]>>[OH:22][CH2:23][CH2:24][N:25]([CH2:26][CH2:27][OH:28])[C:2]1[CH:3]=[C:4]2[C:9](=[CH:10][C:11]=1[N+:12]([O-:14])=[O:13])[NH:8][C:7](=[O:15])[N:6]([NH:16][S:17]([CH3:20])(=[O:19])=[O:18])[C:5]2=[O:21]. Procedure: N-(6-Fluoro-7-nitro-2,4-dioxo-1,4-dihydro-2H-quinazolin-3-yl)-methanesulfonamide (30 mg, 0.0943 mmol) is reacted with 2-(2-hydroxy-ethylamino)-ethanol according to the GPA affording 21 mg (55%) of a red powder. Rt=2.36 min. Starting materials: CCCCOC(=O)CC(C)=O, Cc1ccccc1, CC1CCC(C(C)C)C(O)C1. Product: CC(=O)CC(=O)OC1CC(C)CCC1C(C)C. Reaction SMILES: [C:12]([CH2:13][C:14](=[O:15])[CH3:16])(=[O:17])[O:18][CH2:19][CH2:20][CH2:21][CH3:22].[CH3:23][c:24]1[cH:25][cH:26][cH:27][cH:28][cH:29]1.[CH:1]1([CH3:11])[CH2:2][CH:3]([OH:10])[CH:4]([CH:7]([CH3:8])[CH3:9])[CH2:5][CH2:6]1>>[CH:1]1([CH3:11])[CH2:2][CH:3]([O:10][C:12]([CH2:13][C:14](=[O:15])[CH3:16])=[O:17])[CH:4]([CH:7]([CH3:8])[CH3:9])[CH2:5][CH2:6]1. Starting materials: C(C)OC(=O)C1CCN(CC1)CC1=CC=CC=C1 (1-benzylpiperidine-4-carboxylic acid ethyl ester), BrCCOC (1-bromo-2-methoxy-ethane), C(C)(C)NC(C)C (diisopropylamine), solution. Solvent: C1CCOC1 (THF), C1CCOC1 (THF), C1CCOC1 (THF), CCCCCC (hexane), C(C)(=O)OCC (ethyl acetate). Conditions: temperature -5 celsius, time 30 minute. Product: C(C)OC(=O)C1(CCN(CC1)CC1=CC=CC=C1)CCOC (1-benzyl-4-(2-methoxyethyl)-piperidine-4-carboxylic acid ethyl ester). The yield is 85.1%. As a reaction SMILES: C(NC(C)C)(C)C.[CH2:8]([O:10][C:11]([CH:13]1[CH2:18][CH2:17][N:16]([CH2:19][C:20]2[CH:25]=[CH:24][CH:23]=[CH:22][CH:21]=2)[CH2:15][CH2:14]1)=[O:12])[CH3:9].Br[CH2:27][CH2:28][O:29][CH3:30]>C1COCC1.CCCCCC.C(OCC)(=O)C>[CH2:8]([O:10][C:11]([C:13]1([CH2:27][CH2:28][O:29][CH3:30])[CH2:14][CH2:15][N:16]([CH2:19][C:20]2[CH:21]=[CH:22][CH:23]=[CH:24][CH:25]=2)[CH2:17][CH2:18]1)=[O:12])[CH3:9]. Procedure: To a solution of diisopropylamine (5.68 mL, 0.040 mol) in 100 ml THF at −78° C. was added nBuli (1.6M solution in hexane, 25.9 mL, 0.041 mol) drop-wise. The reaction mixture was warmed to −5° C. and stirring was continued for 30 mins. A solution of 1-benzylpiperidine-4-carboxylic acid ethyl ester (5.00 g, 0.020 mol) in THF (20 mL) was added drop wise and stirring was continued for a further 3 hr followed by the addition of a solution of 1-bromo-2-methoxy-ethane (3.82 g, 0.040 mol) in THF (20 mL)... The reactants are FC1=C(C=C(C(=C1F)F)[N+](=O)[O-])C(F)(F)F (2,3,4-trifluoro-5-nitro-benzotrifluoride). Reagents/catalysts: [Ni] (Raney nickel). Run in O1CCCC1 (tetrahydrofuran). Product: FC1=C(C=C(C(=C1F)F)N)C(F)(F)F (2,3,4-trifluoro-5-amino-benzotrifluoride). Yield: 87.9%. As a reaction SMILES: [F:1][C:2]1[C:7]([F:8])=[C:6]([F:9])[C:5]([N+:10]([O-])=O)=[CH:4][C:3]=1[C:13]([F:16])([F:15])[F:14]>O1CCCC1.[Ni]>[F:1][C:2]1[C:7]([F:8])=[C:6]([F:9])[C:5]([NH2:10])=[CH:4][C:3]=1[C:13]([F:15])([F:16])[F:14]. Procedure: 35 g of 2,3,4-trifluoro-5-nitro-benzotrifluoride in 150 ml of tetrahydrofuran were initially introduced into a hydrogenation apparatus, 3 g of Raney nickel were added and, after flushing with nitrogen, the mixture was hydrogenated to constant pressure with 30 bar of hydrogen at 25° to 45° C. After completion of the hydrogen uptake, the pressure was released and the reaction solution was filtered and subsequently fractionally distilled. 27 g of 2,3,4-trifluoro-5-amino-benzotrifluoride were obtain... The reactants are ClC1=NC=NC2=CC=C(C=C12)N1C=NC=C1 (4-chloro-6-(1-imidazolyl)quinazoline), ClC=1C=C(N)C=CC1F (3-chloro-4-fluoroaniline), [OH-].[NH4+] (ammonium hydroxide). The solvent is O (water), C(C)(C)O (isopropanol). Reaction SMILES: Cl[C:2]1[C:11]2[C:6](=[CH:7][CH:8]=[C:9]([N:12]3[CH:16]=[CH:15][N:14]=[CH:13]3)[CH:10]=2)[N:5]=[CH:4][N:3]=1.[Cl:17][C:18]1[CH:19]=[C:20]([CH:22]=[CH:23][C:24]=1[F:25])[NH2:21].[OH-].[NH4+]>C(O)(C)C.O>[Cl:17][C:18]1[CH:19]=[C:20]([CH:22]=[CH:23][C:24]=1[F:25])[NH:21][C:2]1[C:11]2[C:6](=[CH:7][CH:8]=[C:9]([N:12]3[CH:16]=[CH:15][N:14]=[CH:13]3)[CH:10]=2)[N:5]=[CH:4][N:3]=1 |f:2.3|. Product: ClC=1C=C(NC2=NC=NC3=CC=C(C=C23)N2C=NC=C2)C=CC1F (4-(3-chloro-4-fluoroanilino)-6-(1-imidazolyl)quinazoline). Procedure: A mixture of 4-chloro-6-(1-imidazolyl)quinazoline (3.8 g) and 3-chloro-4-fluoroaniline (2.64 g) in isopropanol (50 ml) was heated to reflux for 3 hours. The solid product so obtained was filtered off, washed with isopropanol and with diethyl ether and dried. The solid so obtained was suspended in water (40 ml) and an aqueous ammonium hydroxide solution (15 ml) was added. The mixture was stirred for 10 minutes. the solid was filtered off, washed with 20% aqueous ammonium hydroxide solution, with ... Isolated yield 19.7%. Conditions: time 10 minute. Reactants: FC=1C=C(C=CC1OC)C1=CC=CC=C1 (3-fluoro-4-methoxybiphenyl), B(Br)(Br)Br (boron tribromide). Run in ClCCl (dichloromethane). The product is FC=1C=C(C=CC1O)C1=CC=CC=C1 (3-Fluorobiphenyl-4-ol). The yield is 56.4%. As a reaction SMILES: [F:1][C:2]1[CH:3]=[C:4]([C:10]2[CH:15]=[CH:14][CH:13]=[CH:12][CH:11]=2)[CH:5]=[CH:6][C:7]=1[O:8]C.B(Br)(Br)Br>ClCCl>[F:1][C:2]1[CH:3]=[C:4]([C:10]2[CH:15]=[CH:14][CH:13]=[CH:12][CH:11]=2)[CH:5]=[CH:6][C:7]=1[OH:8]. Procedure: Prepared according to the method described in example 36b) from 3-fluoro-4-methoxybiphenyl (0.99 g), boron tribromide (1.0 M in dichloromethane, 9.8 ml) and dichloromethane (15 ml). After work up the residue was purified by column chromatography over silica eluting with dichloromethane:ethanol (19:1) to give the sub-title compound as a pale yellow crystalline solid (0.52 g).